From a dataset of the Open Reaction Database (ORD), a public repository of structured organic reaction records. describe an organic reaction: reactants, conditions, products, and yield The reactants are NC1C(C(OC2=CC=C(C=C12)C#N)(C)C)O (4-amino-6-cyano-2,2-dimethyl-3-hydroxychroman), FC(C1=C(C=CC=C1)S(=O)(=O)Cl)(F)F (2-trifluoromethylbenzenesulfonyl chloride). Reported procedure: A mixture of 1 g of 4-amino-6-cyano-2,2-dimethyl-3-hydroxychroman and 1 g of 2-trifluoromethylbenzenesulfonyl chloride in 25 ml of pyridine is stirred at room temperature for 18 hours. The product is C(#N)C=1C=C2[C@H]([C@@H](C(OC2=CC1)(C)C)O)NS(=O)(=O)C1=C(C=CC=C1)C(F)(F)F (Trans-6-cyano-2,2-dimethyl-3-hydroxy-4-(2-trifluoromethylbenzene-1-sulfonamido)chroman). Run in N1=CC=CC=C1 (pyridine). RXN SMILES: [NH2:1][CH:2]1[C:11]2[C:6](=[CH:7][CH:8]=[C:9]([C:12]#[N:13])[CH:10]=2)[O:5][C:4]([CH3:15])([CH3:14])[CH:3]1[OH:16].[F:17][C:18]([F:30])([F:29])[C:19]1[CH:24]=[CH:23][CH:22]=[CH:21][C:20]=1[S:25](Cl)(=[O:27])=[O:26]>N1C=CC=CC=1>[C:12]([C:9]1[CH:10]=[C:11]2[C:6](=[CH:7][CH:8]=1)[O:5][C:4]([CH3:14])([CH3:15])[C@@H:3]([OH:16])[C@@H:2]2[NH:1][S:25]([C:20]1[CH:21]=[CH:22][CH:23]=[CH:24][C:19]=1[C:18]([F:17])([F:29])[F:30])(=[O:27])=[O:26])#[N:13]. Reaction conditions: time 18 hour. Yields the product COC(=O)C(=Cc1cnc2ccccc2c1)NC(=O)c1ccc(C(O)CCc2cccc(O)c2)cc1Cl. As a reaction SMILES: [CH3:1][N:2]([CH3:3])[C:4]([N:5]([CH3:6])[CH3:7])=[NH:8].[CH3:9][O:10][C:11]([CH:12]([NH:13][C:14]([c:15]1[c:16]([Cl:32])[cH:17][c:18]([CH:21]([CH2:22][CH2:23][c:24]2[cH:25][c:26]([OH:30])[cH:27][cH:28][cH:29]2)[OH:31])[cH:19][cH:20]1)=[O:33])[P:34]([O:35][CH3:36])([O:37][CH3:38])=[O:39])=[O:40].[O:53]1[CH2:54][CH2:55][CH2:56][CH2:57]1.[n:41]1[cH:42][c:43]([CH:51]=[O:52])[cH:44][c:45]2[cH:46][cH:47][cH:48][cH:49][c:50]12>>[CH3:9][O:10][C:11]([C:12]([NH:13][C:14]([c:15]1[c:16]([Cl:32])[cH:17][c:18]([CH:21]([CH2:22][CH2:23][c:24]2[cH:25][c:26]([OH:30])[cH:27][cH:28][cH:29]2)[OH:31])[cH:19][cH:20]1)=[O:33])=[CH:51][c:43]1[cH:42][n:41][c:50]2[c:45]([cH:44]1)[cH:46][cH:47][cH:48][cH:49]2)=[O:40]. Starting materials: CN(C)C(=N)N(C)C, COC(=O)C(NC(=O)c1ccc(C(O)CCc2cccc(O)c2)cc1Cl)P(=O)(OC)OC, C1CCOC1, O=Cc1cnc2ccccc2c1. Reactants: ClCOCCCCBr, CCOP([O-])OCC, CCCCC, [H-], [Na+]. Yields the product CCOP(=O)(COCCCCBr)OCC. As a reaction SMILES: [Br:11][CH2:12][CH2:13][CH2:14][CH2:15][O:16][CH2:17][Cl:18].[CH2:3]([CH3:4])[O:5][P:6]([O:7][CH2:8][CH3:9])[O-:10].[CH3:19][CH2:20][CH2:21][CH2:22][CH3:23].[H-:2].[Na+:1]>>[CH2:3]([CH3:4])[O:5][P:6]([O:7][CH2:8][CH3:9])(=[O:10])[CH2:17][O:16][CH2:15][CH2:14][CH2:13][CH2:12][Br:11]. Starting materials: ClC=1N=C(C2=C(N1)C=CS2)Cl (2,4-Dichlorothieno[3,2-d]pyrimidine), CNC1=CC=CC=C1 (N-methylaniline). The solvent is ClCCl (dichloromethane). The product is CN(C=1N=C(C2=C(N1)C=CS2)N(C)C2=CC=CC=C2)C2=CC=CC=C2 (2,4-Bis(N-methylphenylamino)thieno[3,2-d]pyrimidine). As a reaction SMILES: Cl[C:2]1[N:3]=[C:4](Cl)[C:5]2[S:10][CH:9]=[CH:8][C:6]=2[N:7]=1.[CH3:12][NH:13][C:14]1[CH:19]=[CH:18][CH:17]=[CH:16][CH:15]=1>ClCCl>[CH3:12][N:13]([C:14]1[CH:19]=[CH:18][CH:17]=[CH:16][CH:15]=1)[C:2]1[N:3]=[C:4]([N:13]([C:14]2[CH:19]=[CH:18][CH:17]=[CH:16][CH:15]=2)[CH3:12])[C:5]2[S:10][CH:9]=[CH:8][C:6]=2[N:7]=1. Procedure details: 2,4-Dichlorothieno[3,2-d]pyrimidine (1 g, 0.0048 mol) and N-methylaniline (5 ml) were heated at 130° for 1 hour. The reaction mixture was diluted with dichloromethane (200 ml) and extracted with 2N hydrochloric acid (3×150 ml). The organic phase was then washed with sodium carbonate, dried over magnesium sulphate, filtered and evaporated under reduced pressure to give a brown solid. Recrystallization from methanol gave the title compound, (1.08 g), m.p. 120°-122°. The reactants are COC1=CC=C(C=C1)NNC(N)=S (2-(4-methoxyphenyl)hydrazinecarbothioamide), COC1=CC=C(C(=O)Cl)C=C1 (4-methoxybenzoyl chloride), N1=CC=CC=C1 (pyridine). Yields the product COC1=CC=C(C(=O)N(NC(N)=S)C2=CC=C(C=C2)OC)C=C1 (2-(4-methoxybenzoyl)-2-(4-methoxyphenyl)hydrazinecarbothioamide). The yield is 33.0%. RXN SMILES: [CH3:1][O:2][C:3]1[CH:8]=[CH:7][C:6]([NH:9][NH:10][C:11](=[S:13])[NH2:12])=[CH:5][CH:4]=1.[CH3:14][O:15][C:16]1[CH:24]=[CH:23][C:19]([C:20](Cl)=[O:21])=[CH:18][CH:17]=1.N1C=CC=CC=1>>[CH3:14][O:15][C:16]1[CH:24]=[CH:23][C:19]([C:20]([N:9]([C:6]2[CH:5]=[CH:4][C:3]([O:2][CH3:1])=[CH:8][CH:7]=2)[NH:10][C:11](=[S:13])[NH2:12])=[O:21])=[CH:18][CH:17]=1. Reported procedure: A mixture of 2-(4-methoxyphenyl)hydrazinecarbothioamide (0.5 g, 2.53 mmol), 4-methoxybenzoyl chloride (541 mg, 3.17 mmol), and pyridine (0.256 mL, 3.17 mmol) intoluene (10 mL) was refluxed for 1 hour. After cooling, the solvent was removed under reduced pressure. diisopropyl ether and small amount of methanol was added to the residue and a generated precipitate was isolated by filtration, washed with methanol-diisopropyl ether, and dried in vacuo to give 2-(4-methoxybenzoyl)-2-(4-methoxyphenyl)h... The solvent is O1CCCC1 (tetrahydrofuran). Reaction SMILES: [CH3:1][Si:2]([CH3:13])([CH3:12])[C:3]1[O:4][CH:5]=[C:6](CCC=O)[CH:7]=1.C(C(CCCCCCCC)(C([O-])=O)C([O-])=O)CCCCCCC.C(O)(=O)C.N1CCCCC1>O1CCCC1>[CH3:1][Si:2]([CH3:13])([CH3:12])[C:3]1[O:4][CH:5]=[CH:6][CH:7]=1. Procedure details: 3-(2-Trimethylsilyl-4-furyl)propan-1-al is reacted with dioctylmalonate in tetrahydrofuran in the presence of acetic acid and piperidine to give 3-[4,4-di (carbooctanoxy)-3-butenyl]- 5-trimethylsilylfuran which is treated with cold aqueous potassium hydroxide to give 3-(4-carboxy-4-carbooctanoxy-3-butenyl)-5-trimethylsilylfuran. Reactants: C[Si](C=1OC=C(C1)CCC=O)(C)C (3-(2-Trimethylsilyl-4-furyl)propan-1-al), C(CCCCCCC)C(C(=O)[O-])(C(=O)[O-])CCCCCCCC (dioctylmalonate), C(C)(=O)O (acetic acid), N1CCCCC1 (piperidine). The product is C[Si](C1=CC=CO1)(C)C (5-trimethylsilylfuran).